This data is from the Open Reaction Database (ORD), a public repository of structured organic reaction records. The task is: describe an organic reaction: reactants, conditions, products, and yield Yields the product CC(CNS(=O)(=O)C(C)C)c1ccc(-c2ccccc2CO)cc1. Reactants: [BH4-], CC(CNS(=O)(=O)C(C)C)c1ccc(-c2ccccc2C=O)cc1, CCO, [Na+]. RXN SMILES: [BH4-:25].[CH3:1][CH:2]([CH3:3])[S:4](=[O:5])(=[O:6])[NH:7][CH2:8][CH:9]([CH3:10])[c:11]1[cH:12][cH:13][c:14](-[c:17]2[c:18]([CH:23]=[O:24])[cH:19][cH:20][cH:21][cH:22]2)[cH:15][cH:16]1.[CH3:27][CH2:28][OH:29].[Na+:26]>>[CH3:1][CH:2]([CH3:3])[S:4](=[O:5])(=[O:6])[NH:7][CH2:8][CH:9]([CH3:10])[c:11]1[cH:12][cH:13][c:14](-[c:17]2[c:18]([CH2:23][OH:24])[cH:19][cH:20][cH:21][cH:22]2)[cH:15][cH:16]1. Starting materials: Cl.Cl.NC=1C=C(CCOCCO)C=CC1N (2-[(3,4-diaminophenethyl)oxy]-1-ethanol dihydrochloride), C(C)(=O)O.C(=N)N (formamidine acetate). Run in COCCO (ethylene glycol monomethyl ether). Yields the product N1C=NC2=C1C=CC(=C2)CCOCCO (2-[2-(1H-benzo[d]imidazol-5-yl)ethoxy]-1-ethanol). Isolated yield 56.6%. Reaction SMILES: Cl.Cl.[NH2:3][C:4]1[CH:5]=[C:6]([CH:13]=[CH:14][C:15]=1[NH2:16])[CH2:7][CH2:8][O:9][CH2:10][CH2:11][OH:12].[C:17](O)(=O)C.C(N)=N>COCCO>[NH:16]1[C:15]2[CH:14]=[CH:13][C:6]([CH2:7][CH2:8][O:9][CH2:10][CH2:11][OH:12])=[CH:5][C:4]=2[N:3]=[CH:17]1 |f:0.1.2,3.4|. Reported procedure: In 10 mL of ethylene glycol monomethyl ether is dissolved 1.2 g of 2-[(3,4-diaminophenethyl)oxy]-1-ethanol dihydrochloride, to which is added 0.93 g of formamidine acetate. The mixture is heated under reflux for 30 minutes. Then, the solvent is distilled off under reduced pressure, water and methylene chloride are added to the residue, pH is adjusted to 9 with 2 mol/L aqueous solution of sodium hydroxide, and the organic layer is separated. The aqueous layer is salted out and extracted with meth... Reactants: ClC(Cl)Cl, Cc1ccc2c(c1)CC(Cl)c1cc(F)ccc1S2, O=C1OCCN1CCN1CCNCC1. Product: Cc1ccc2c(c1)CC(N1CCN(CCN3CCOC3=O)CC1)c1cc(F)ccc1S2. RXN SMILES: [CH:33]([Cl:34])([Cl:35])[Cl:36].[Cl:1][CH:2]1[CH2:3][c:4]2[c:5]([cH:14][cH:15][c:16]([CH3:18])[cH:17]2)[S:6][c:7]2[c:8]1[cH:9][c:10]([F:13])[cH:11][cH:12]2.[N:19]1([CH2:25][CH2:26][N:27]2[C:28](=[O:32])[O:29][CH2:30][CH2:31]2)[CH2:20][CH2:21][NH:22][CH2:23][CH2:24]1>>[CH:2]1([N:22]2[CH2:21][CH2:20][N:19]([CH2:25][CH2:26][N:27]3[C:28](=[O:32])[O:29][CH2:30][CH2:31]3)[CH2:24][CH2:23]2)[CH2:3][c:4]2[c:5]([cH:14][cH:15][c:16]([CH3:18])[cH:17]2)[S:6][c:7]2[c:8]1[cH:9][c:10]([F:13])[cH:11][cH:12]2. Starting materials: OBO, NC(=O)c1ccc(Br)cn1, CCO, COc1ccc2occc2c1, Cl[Pd]Cl, c1ccc(P(c2ccccc2)c2ccccc2)cc1, c1ccc(P(c2ccccc2)c2ccccc2)cc1. Product: COc1ccc2oc(-c3ccc(C(N)=O)nc3)cc2c1. As a reaction SMILES: [BH:1]([OH:2])[OH:3].[Br:15][c:16]1[cH:17][cH:18][c:19]([C:22](=[O:23])[NH2:24])[n:20][cH:21]1.[CH3:25][CH2:26][OH:27].[CH3:4][O:5][c:6]1[cH:7][cH:8][c:9]2[c:10]([cH:11][cH:12][o:13]2)[cH:14]1.[Pd:28]([Cl:29])[Cl:30].[c:31]1([P:32]([c:33]2[cH:34][cH:35][cH:36][cH:37][cH:38]2)[c:39]2[cH:40][cH:41][cH:42][cH:43][cH:44]2)[cH:45][cH:46][cH:47][cH:48][cH:49]1.[c:50]1([P:51]([c:52]2[cH:53][cH:54][cH:55][cH:56][cH:57]2)[c:58]2[cH:59][cH:60][cH:61][cH:62][cH:63]2)[cH:64][cH:65][cH:66][cH:67][cH:68]1>>[CH3:4][O:5][c:6]1[cH:7][cH:8][c:9]2[c:10]([cH:11][c:12](-[c:16]3[cH:17][cH:18][c:19]([C:22](=[O:23])[NH2:24])[n:20][cH:21]3)[o:13]2)[cH:14]1. The reactants are FC(F)(F)c1ncccc1CCl, COc1ncc(CCl)cn1, Cl, O=C1Nc2ccccc2C12COc1cc3c(cc12)OCCO3, O=C1Nc2ccccc2C12COc1cc3c(cc12)OCCO3. Yields the product COc1ncc(CN2C(=O)C3(COc4cc5c(cc43)OCCO5)c3ccccc32)cn1. As a reaction SMILES: [Cl:12][CH2:13][c:14]1[c:15]([C:16]([F:17])([F:18])[F:19])[n:20][cH:21][cH:22][cH:23]1.[Cl:2][CH2:3][c:4]1[cH:5][n:6][c:7]([O:10][CH3:11])[n:8][cH:9]1.[ClH:1].[NH:24]1[C:25](=[O:45])[C:26]2([CH2:27][O:28][c:29]3[cH:30][c:31]4[c:32]([cH:37][c:38]32)[O:33][CH2:34][CH2:35][O:36]4)[c:39]2[cH:40][cH:41][cH:42][cH:43][c:44]21.[NH:46]1[c:47]2[c:48]([cH:49][cH:50][cH:51][cH:52]2)[C:53]2([c:54]3[c:55]([cH:56][c:57]4[c:62]([cH:63]3)[O:61][CH2:60][CH2:59][O:58]4)[O:64][CH2:65]2)[C:66]1=[O:67]>>[CH2:3]([c:4]1[cH:5][n:6][c:7]([O:10][CH3:11])[n:8][cH:9]1)[N:24]1[C:25](=[O:45])[C:26]2([CH2:27][O:28][c:29]3[cH:30][c:31]4[c:32]([cH:37][c:38]32)[O:33][CH2:34][CH2:35][O:36]4)[c:39]2[cH:40][cH:41][cH:42][cH:43][c:44]21. The reactants are C(C)OC(C(N)C(OCCCC)OCCCC)=O (2-(dibutoxymethyl)glycine ethyl ester), BrCCCCCCC(=O)OCC (ethyl 7-bromoheptanoate). Conditions: temperature 100 celsius. The product is Br.C(CCC)OC(C(C(=O)OCC)NCCCCCCC(=O)OCC)OCCCC (ethyl 7-((2,2-dibutoxy-1-ethoxycarbonylethyl)amino)heptanoate hydrobromide). RXN SMILES: [CH2:1]([O:3][C:4](=[O:18])[CH:5]([CH:7]([O:13][CH2:14][CH2:15][CH2:16][CH3:17])[O:8][CH2:9][CH2:10][CH2:11][CH3:12])[NH2:6])[CH3:2].[Br:19][CH2:20][CH2:21][CH2:22][CH2:23][CH2:24][CH2:25][C:26]([O:28][CH2:29][CH3:30])=[O:27]>>[BrH:19].[CH2:9]([O:8][CH:7]([O:13][CH2:14][CH2:15][CH2:16][CH3:17])[CH:5]([NH:6][CH2:20][CH2:21][CH2:22][CH2:23][CH2:24][CH2:25][C:26]([O:28][CH2:29][CH3:30])=[O:27])[C:4]([O:3][CH2:1][CH3:2])=[O:18])[CH2:10][CH2:11][CH3:12] |f:2.3|. Reported procedure: A mixture of 2-(dibutoxymethyl)glycine ethyl ester (2.0 g) with ethyl 7-bromoheptanoate (1.82 g) was heated under nitrogen in a bath at 100° C. for 3 hours. to give crude ethyl 7-((2,2-dibutoxy-1-ethoxycarbonylethyl)amino)heptanoate hydrobromide. A stirred solution of 3.28 g of this hydrobromide in ethanol (13 ml) was cooled in ice-water and treated with a solution of potassium cyanate (1.34 g) in water (4 ml), followed by 2 N-aqueous hydrochloric acid (3.63 ml); the cooling bath was removed and...